From a dataset of the Open Reaction Database (ORD), a public repository of structured organic reaction records. describe an organic reaction: reactants, conditions, products, and yield The reactants are BrCC#C (3-bromo-prop-1-yne), C1CCOC1 (THF), [N+](=O)([O-])C=1C=C(C=CC1)S(=O)O (3-nitrobenzenesulfinic acid). Run in O (water). Yields the product [N+](=O)([O-])C=1C=C(C=CC1)S(=O)(=O)CC#C (3-nitro-1-(prop-1-yn-3-ylsulfonyl)benzene). Isolated yield 53.3%. As a reaction SMILES: [N+:1]([C:4]1[CH:5]=[C:6]([S:10]([OH:12])=[O:11])[CH:7]=[CH:8][CH:9]=1)([O-:3])=[O:2].Br[CH2:14][C:15]#[CH:16].C1COCC1>O>[N+:1]([C:4]1[CH:5]=[C:6]([S:10]([CH2:16][C:15]#[CH:14])(=[O:12])=[O:11])[CH:7]=[CH:8][CH:9]=1)([O-:3])=[O:2]. Reported procedure: 93.5 g (0.5 mol) of 3-nitrobenzenesulfinic acid were dissolved in 500 ml of water at pH 6.5 and the solution was added to a solution of 65.5 g of 3-bromo-prop-1-yne and 70 ml of THF. The reaction mixture was heated at 40°-50° C. until the reaction had ended (check by TLC). The reaction product was extracted with about 1.5 l of ethyl acetate, and the organic phase was neutralized and dried over sodium sulfate. The solvent was evaporated off to leave 60 g of 3-nitro-1-(prop-1-yn-3-ylsulfonyl)benze... Starting materials: C(C)(C)(C)OC(NC1=NC=C(C=C1)CO)=O ((5-hydroxymethyl-pyridin-2-yl)-carbamic acid tert-butyl ester), TEA. Solvent: CS(=O)C (DMSO). Reaction conditions: time 45 minute. Yields the product C(C)(C)(C)OC(NC1=NC=C(C=C1)C=O)=O ((5-formyl-pyridin-2-yl)-carbamic acid tert-butyl ester). Isolated yield 77.9%. RXN SMILES: [C:1]([O:5][C:6](=[O:16])[NH:7][C:8]1[CH:13]=[CH:12][C:11]([CH2:14][OH:15])=[CH:10][N:9]=1)([CH3:4])([CH3:3])[CH3:2]>CS(C)=O>[C:1]([O:5][C:6](=[O:16])[NH:7][C:8]1[CH:13]=[CH:12][C:11]([CH:14]=[O:15])=[CH:10][N:9]=1)([CH3:4])([CH3:2])[CH3:3]. Procedure: 5 (5-hydroxymethyl-pyridin-2-yl)-carbamic acid tert-butyl ester (7.00 g, 31.2 mmol) was dissolved in dry DMSO (50 mL) and the reaction flask immersed in a waterbath at 15° C. TEA (13.1 ml, 94.0 mmol) was added, followed by sulfur trioxide pyridine complex (15.0 g, 94.0 mmol) in portions. The reaction mixture was stirred for further 45 min and poured onto crushed ice. The product was extracted with diethyl ether and the combined organic extracts were washed with brine, dried and concentrated unde... Starting materials: CCN=C=NCCCN(C)C, CCN(C(C)C)C(C)C, Cl, O=C(O)C(F)(F)F, NCC(=O)N1CCN(C(=O)c2ccccc2C(F)(F)F)CC1, CN(C)C=O, O, On1nnc2ccccc21, O=C(O)c1ccc(C(F)(F)F)cc1. Yields the product O=C(NCC(=O)N1CCN(C(=O)c2ccccc2C(F)(F)F)CC1)c1ccc(C(F)(F)F)cc1. RXN SMILES: [CH3:49][CH2:50][N:51]=[C:52]=[N:53][CH2:54][CH2:55][CH2:56][N:57]([CH3:58])[CH3:59].[CH:1]([N:2]([CH2:3][CH3:4])[CH:5]([CH3:6])[CH3:7])([CH3:8])[CH3:9].[ClH:60].[F:32][C:33]([F:34])([F:35])[C:36]([OH:37])=[O:38].[NH2:10][CH2:11][C:12](=[O:13])[N:14]1[CH2:15][CH2:16][N:17]([C:20]([c:21]2[c:22]([C:27]([F:28])([F:29])[F:30])[cH:23][cH:24][cH:25][cH:26]2)=[O:31])[CH2:18][CH2:19]1.[O:74]=[CH:75][N:76]([CH3:77])[CH3:78].[OH2:79].[OH:39][n:40]1[c:41]2[c:42]([cH:43][cH:44][cH:45][cH:46]2)[n:47][n:48]1.[OH:61][C:62](=[O:63])[c:64]1[cH:65][cH:66][c:67]([C:70]([F:71])([F:72])[F:73])[cH:68][cH:69]1>>[NH:10]([CH2:11][C:12](=[O:13])[N:14]1[CH2:15][CH2:16][N:17]([C:20]([c:21]2[c:22]([C:27]([F:28])([F:29])[F:30])[cH:23][cH:24][cH:25][cH:26]2)=[O:31])[CH2:18][CH2:19]1)[C:62](=[O:61])[c:64]1[cH:65][cH:66][c:67]([C:70]([F:71])([F:72])[F:73])[cH:68][cH:69]1. Reactants: OC1=C(C(=O)C2=C(C=CC(=C2)Cl)O)C=C(C=C1)Cl (2,2'-Dihydroxy-5,5'-dichlorobenzophenone), ICI (diiodomethane). Run at temperature 105 celsius, time 8 hour. Yields the product ClC1=CC2=C(OCOC3=C(C2=O)C=C(C=C3)Cl)C=C1 (2,10-dichloro-12H-dibenzo[d,g][1,3]-dioxocin-12-one). Isolated yield 96.0%. RXN SMILES: [OH:1][C:2]1[CH:17]=[CH:16][C:15]([Cl:18])=[CH:14][C:3]=1[C:4]([C:6]1[CH:11]=[C:10]([Cl:12])[CH:9]=[CH:8][C:7]=1[OH:13])=[O:5].I[CH2:20]I>>[Cl:18][C:15]1[CH:16]=[CH:17][C:2]2[O:1][CH2:20][O:13][C:7]3[CH:8]=[CH:9][C:10]([Cl:12])=[CH:11][C:6]=3[C:4](=[O:5])[C:3]=2[CH:14]=1. Procedure: 2,2'-Dihydroxy-5,5'-dichlorobenzophenone (12.1 g, 0.042 mol, prepared similarly as described in Journal of the American Chemical Society 77, 543 (1955)) and diiodomethane (11.9 g, 0.044 mol) were dissolved in dry N,N-dimethylformamnide (226 ml). Dried and powdered potassium carbonate (8.3 g) was added and the mixture was heated at 105° C. for 5 h and left overnight at room temperature. The reaction mixture was poured on ice (220 g). The precipitate was collected by filtration after 0.5 h and dis... Reactants: C(CCC)OC1=CC(C(=O)O)=NC2=CC=CC=C12 (4-Butyloxyquinaldic acid), N,N'-carbonyldiimidazole, NC1=NN=NN1 (5-Aminotetrazole). Run in CN(C=O)C (dimethylformamide). Reaction conditions: time 3 hour. The product is C(CCC)OC1=CC(C(=O)NC2=NN=NN2)=NC2=CC=CC=C12 (4-butyloxy-N(1H-tetrazol-5-yl)quinaldamide). Reaction SMILES: [CH2:1]([O:5][C:6]1[C:18]2[C:13](=[CH:14][CH:15]=[CH:16][CH:17]=2)[N:12]=[C:8]([C:9](O)=[O:10])[CH:7]=1)[CH2:2][CH2:3][CH3:4].[NH2:19][C:20]1[NH:24][N:23]=[N:22][N:21]=1>CN(C)C=O>[CH2:1]([O:5][C:6]1[C:18]2[C:13](=[CH:14][CH:15]=[CH:16][CH:17]=2)[N:12]=[C:8]([C:9]([NH:19][C:20]2[NH:24][N:23]=[N:22][N:21]=2)=[O:10])[CH:7]=1)[CH2:2][CH2:3][CH3:4]. Procedure: 4-Butyloxyquinaldic acid (0.83 g) in dry dimethylformamide (25 ml) was treated with N,N'-carbonyldiimidazole (0.55 g) and the mixture stirred at 60° for 3 hours. 5-Aminotetrazole (0.35 g) was added and the solution kept 72 hours and evaporated to a volume of 5 ml. Dilute hydrochloric acid was added and the 4-butyloxy-N(1H-tetrazol-5-yl)quinaldamide formed was crystallised from aqueous dimethylformamide, m.p. 282° (d).